The task is: describe an organic reaction: reactants, conditions, products, and yield. This data is from the Open Reaction Database (ORD), a public repository of structured organic reaction records. Reactants: [C-]#N.[K+] (potassium cyanide), C1=CC=C(C=C1)C(CN)O (dl-2-amino-1-phenylethanol), Cl (HCl), C(C)OCC (diethyl ether), C=O (formaldehyde). The solvent is O (water), O (water). Product: Cl.OC(CNCC#N)C1=CC=CC=C1 ([(2-Hydroxy-2-phenylethyl)amino]acetonitrile, hydrochloride). As a reaction SMILES: [CH:1]1[CH:6]=[CH:5][C:4]([CH:7]([OH:10])[CH2:8][NH2:9])=[CH:3][CH:2]=1.[ClH:11].C=O.[C-]#[N:15].[K+].C(O[CH2:20][CH3:21])C>O>[ClH:11].[OH:10][CH:7]([C:4]1[CH:5]=[CH:6][CH:1]=[CH:2][CH:3]=1)[CH2:8][NH:9][CH2:21][C:20]#[N:15] |f:3.4,7.8|. Procedure details: Combine dl-2-amino-1-phenylethanol (5.49 g.; 0.04 moles) with water (60 ml)and 5 N aqueous HCl (8 ml; 0.04 moles) then stir until clear. Add 37% aqueous formaldehyde solution (4 ml), then with stirring drip in a solution of potassium cyanide (2.61 g.; 0.04 moles) in water (20 ml). Stira further 3 hours at room temperature then add diethyl ether and let stand overnight. Extract with diethyl ether, wash, dry and evaporate the solventin vacuo. Purify the resulting oil and convert to the HCl salt as...